From a dataset of the Open Reaction Database (ORD), a public repository of structured organic reaction records. describe an organic reaction: reactants, conditions, products, and yield Procedure: Five and nine-tenths grams (g) (0.05 mole) of 5-methyl-5-amino-1,3-dioxane, 3.2 g (0.04 mole) of 50% sodium hydroxide, 8 milliliters (ml) of water and 55 ml of methylene chloride were combined in a reaction flask. The mixture was cooled to -10° C. Ten g (0.04 mole) of 2,3-dibromopropionyl chloride were added dropwise. The reaction mixture was stirred for 2 hours and then vacuum stripped. The product was recrystallized in ethanol/water. Yield was 8.7 g of 5-methyl-5-(2',3'-dibromopropionyl)amino-... The reactants are BrC(C(=O)Cl)CBr (2,3-dibromopropionyl chloride), CC1(COCOC1)N (5-methyl-5-amino-1,3-dioxane), [OH-].[Na+] (sodium hydroxide), O (water). The product is CC1(COCOC1)NC(C(CBr)Br)=O (5-methyl-5-(2',3'-dibromopropionyl)amino-1,3-dioxane). Reaction conditions: temperature -10 celsius, time 2 hour. Solvent: C(Cl)Cl (methylene chloride). As a reaction SMILES: [CH3:1][C:2]1([NH2:8])[CH2:7][O:6][CH2:5][O:4][CH2:3]1.[OH-].[Na+].O.[Br:12][CH:13]([CH2:17][Br:18])[C:14](Cl)=[O:15]>C(Cl)Cl>[CH3:1][C:2]1([NH:8][C:14](=[O:15])[CH:13]([Br:12])[CH2:17][Br:18])[CH2:7][O:6][CH2:5][O:4][CH2:3]1 |f:1.2|.